Dataset: the Open Reaction Database (ORD), a public repository of structured organic reaction records. Task: describe an organic reaction: reactants, conditions, products, and yield Starting materials: OC1CCC2=C(C=CC=C12)C1=CC=C(S1)C=1C=CC(=C(C#N)C1)OC(C)C (5-(5-(1-hydroxy-2,3-dihydro-1H-inden-4-yl)thiophen-2-yl)-2-isopropoxybenzonitrile), C(O)CN (ethanolamine). Yields the product OCCNC1CCC2=C(C=CC=C12)C1=CC=C(S1)C=1C=CC(=C(C#N)C1)OC(C)C (5-(5-(1-(2-hydroxyethylamino)-2,3-dihydro-1H-inden-4-yl)thiophen-2-yl)-2-isopropoxybenzonitrile). As a reaction SMILES: O[CH:2]1[C:10]2[C:5](=[C:6]([C:11]3[S:15][C:14]([C:16]4[CH:17]=[CH:18][C:19]([O:24][CH:25]([CH3:27])[CH3:26])=[C:20]([CH:23]=4)[C:21]#[N:22])=[CH:13][CH:12]=3)[CH:7]=[CH:8][CH:9]=2)[CH2:4][CH2:3]1.[CH2:28]([CH2:30][NH2:31])[OH:29]>>[OH:29][CH2:28][CH2:30][NH:31][CH:2]1[C:10]2[C:5](=[C:6]([C:11]3[S:15][C:14]([C:16]4[CH:17]=[CH:18][C:19]([O:24][CH:25]([CH3:26])[CH3:27])=[C:20]([CH:23]=4)[C:21]#[N:22])=[CH:13][CH:12]=3)[CH:7]=[CH:8][CH:9]=2)[CH2:4][CH2:3]1. Reported procedure: Prepared using General Procedure 20 from 5-(5-(1-hydroxy-2,3-dihydro-1H-inden-4-yl)thiophen-2-yl)-2-isopropoxybenzonitrile and ethanolamine. LCMS-ESI (m/z) calculated for C25H26N2O2S: 418.2; found 419.1 [M+H]+, tR=2.73 min. Starting materials: C(=O)(OC(C)(C)C)N1CC(C1)N(C=1SC=CN1)C (1-Boc-3-(methyl(thiazol-2-yl)amino)azetidine), C(=O)(C(F)(F)F)O (TFA). The solvent is C(Cl)Cl (DCM). Run at time 3 hour. Yields the product CN(C1CNC1)C=1SC=CN1 (3-(methyl(thiazol-2-yl)amino)azetidine). The yield is 96.8%. As a reaction SMILES: C([N:8]1[CH2:11][CH:10]([N:12]([CH3:18])[C:13]2[S:14][CH:15]=[CH:16][N:17]=2)[CH2:9]1)(OC(C)(C)C)=O.C(O)(C(F)(F)F)=O>C(Cl)Cl>[CH3:18][N:12]([C:13]1[S:14][CH:15]=[CH:16][N:17]=1)[CH:10]1[CH2:9][NH:8][CH2:11]1. Procedure: A solution of 166 mg (0.62 mmol) of 1-Boc-3-(methyl(thiazol-2-yl)amino)azetidine in DCM (5 ml) was combined with 2.5 ml of TFA and stirred for 3 h at RT. The mixture was then evaporated under a vacuum. The residue was redissolved with water and washed with ether. The aqueous phase was adjusted to pH 11 with a 20% strength aq. NaOH soln. and saturated with common salt. The mixture was then extracted with chloroform and the organic phase was dried over MgSO4 and filtered. After removal of the solv... The reactants are CCOCC, CCCCC(C)(C=O)OC, CCCCC, CO, C[Si](C)(C)C#CB1C2CCCC1CCC2, NCCO, C1CCOC1. The product is CCCCC(C)(OC)C(O)C#C[Si](C)(C)C. As a reaction SMILES: [CH2:31]([O:32][CH2:33][CH3:34])[CH3:35].[CH3:21][C:22]([CH:23]=[O:24])([CH2:25][CH2:26][CH2:27][CH3:28])[O:29][CH3:30].[CH3:40][CH2:41][CH2:42][CH2:43][CH3:44].[CH3:45][OH:46].[CH3:6][Si:7]([C:8]#[C:9][B:10]1[CH:11]2[CH2:12][CH2:13][CH2:14][CH:15]1[CH2:16][CH2:17][CH2:18]2)([CH3:19])[CH3:20].[NH2:36][CH2:37][CH2:38][OH:39].[O:1]1[CH2:2][CH2:3][CH2:4][CH2:5]1>>[CH3:6][Si:7]([C:8]#[C:9][CH:23]([C:22]([CH3:21])([CH2:25][CH2:26][CH2:27][CH3:28])[O:29][CH3:30])[OH:24])([CH3:19])[CH3:20].